Dataset: the Open Reaction Database (ORD), a public repository of structured organic reaction records. Task: describe an organic reaction: reactants, conditions, products, and yield Reactants: FC1=C(C=O)C=C(C=C1)C(F)(F)F (2-fluoro-5-(trifluoromethyl)benzaldehyde), C1(CCCC1)CNCC (N-(cyclopentylmethyl)-N-ethylamine), O (water), C([O-])([O-])=O.[K+].[K+] (potassium carbonate). Solvent: C1(=CC=CC=C1)C (toluene). The product is C1(CCCC1)CN(C1=C(C=O)C=C(C=C1)C(F)(F)F)CC (2-[(cyclopentylmethyl)(ethyl)amino]-5-(trifluoromethyl)benzaldehyde). The yield is 71.5%. Reaction SMILES: F[C:2]1[CH:9]=[CH:8][C:7]([C:10]([F:13])([F:12])[F:11])=[CH:6][C:3]=1[CH:4]=[O:5].[CH:14]1([CH2:19][NH:20][CH2:21][CH3:22])[CH2:18][CH2:17][CH2:16][CH2:15]1.C(=O)([O-])[O-].[K+].[K+].O>C1(C)C=CC=CC=1>[CH:14]1([CH2:19][N:20]([CH2:21][CH3:22])[C:2]2[CH:9]=[CH:8][C:7]([C:10]([F:13])([F:12])[F:11])=[CH:6][C:3]=2[CH:4]=[O:5])[CH2:18][CH2:17][CH2:16][CH2:15]1 |f:2.3.4|. Reported procedure: To a solution of 2-fluoro-5-(trifluoromethyl)benzaldehyde (3.00 g, 15.6 mmol) in toluene (60 mL) was added N-(cyclopentylmethyl)-N-ethylamine (2.70 g, 21.2 mmol) synthesized by the method described in International Patent Publication WO2006/073973 and potassium carbonate (6.50 g, 47.0 mmol), and the mixture was refluxed by heating for 68 hours. The reaction mixture was cooled to room temperature, then added with water, and extracted with chloroform. The organic layer was washed with saturated br... Starting materials: F[B-](F)(F)F, C[O+](C)C, CCOC(C)=O, COC(=O)c1c(F)ccc2n[nH]cc12, O. The product is COC(=O)c1c(F)ccc2nn(C)cc12. RXN SMILES: [B-:15]([F:16])([F:17])([F:18])[F:19].[CH3:20][O+:21]([CH3:22])[CH3:23].[CH3:24][CH2:25][O:26][C:27](=[O:28])[CH3:29].[F:1][c:2]1[c:3]([C:11](=[O:12])[O:13][CH3:14])[c:4]2[cH:5][nH:6][n:7][c:8]2[cH:9][cH:10]1.[OH2:30]>>[F:1][c:2]1[c:3]([C:11](=[O:12])[O:13][CH3:14])[c:4]2[cH:5][n:6]([CH3:20])[n:7][c:8]2[cH:9][cH:10]1. Reported procedure: To a solution of 4,5-dibromo-2-phenylpyrimidine (0.82 g, 3.29 mmol, 1.0 eq) in n-BuOH (20 mL), 3-cyclopropyl-1H-pyrazol-5-amine (0.811 g, 6.58 mmol, 2 equiv.) was added and the reaction mixture was heated to 90° C. for 24 hours, filtered to produce 5-Bromo-N-(5-cyclopropyl-1H-pyrazol-3-yl)-2-phenylpyrimidin-4-amine (Compound 8) (0.75 g, 64.1%). LC-MS (m/z): 357.2 [M+H]+. 1H NMR (300 MHz, DMSO-d6): δ 0.74-0.77 (m, 2H), 0.98-1.02 (m, 2H), 1.96-2.01 (m, 1H), 6.40 (s, 2H), 7.50-7.54 (m, 3H), 8.27-8.... Run at temperature 90 celsius. Yield: 64.0%. Product: BrC=1C(=NC(=NC1)C1=CC=CC=C1)NC1=NNC(=C1)C1CC1 (5-Bromo-N-(5-cyclopropyl-1H-pyrazol-3-yl)-2-phenylpyrimidin-4-amine). Reactants: BrC1=NC(=NC=C1Br)C1=CC=CC=C1 (4,5-dibromo-2-phenylpyrimidine), C1(CC1)C1=NNC(=C1)N (3-cyclopropyl-1H-pyrazol-5-amine). As a reaction SMILES: Br[C:2]1[C:7]([Br:8])=[CH:6][N:5]=[C:4]([C:9]2[CH:14]=[CH:13][CH:12]=[CH:11][CH:10]=2)[N:3]=1.[CH:15]1([C:18]2[CH:22]=[C:21]([NH2:23])[NH:20][N:19]=2)[CH2:17][CH2:16]1>CCCCO>[Br:8][C:7]1[C:2]([NH:23][C:21]2[CH:22]=[C:18]([CH:15]3[CH2:17][CH2:16]3)[NH:19][N:20]=2)=[N:3][C:4]([C:9]2[CH:14]=[CH:13][CH:12]=[CH:11][CH:10]=2)=[N:5][CH:6]=1. Run in CCCCO (n-BuOH). As a reaction SMILES: [N:1]1([CH2:7][C:8]2[CH:13]=[CH:12][N:11]=[C:10]([O:14][CH2:15]/[CH:16]=[CH:17]\[CH2:18][NH2:19])[CH:9]=2)[CH2:6][CH2:5][CH2:4][CH2:3][CH2:2]1.[S:20]1[CH:24]=[C:23]([C:25](O)=[O:26])[N:22]=[N:21]1>>[N:1]1([CH2:7][C:8]2[CH:13]=[CH:12][N:11]=[C:10]([O:14][CH2:15]/[CH:16]=[CH:17]\[CH2:18][NH:19][C:25]([C:23]3[N:22]=[N:21][S:20][CH:24]=3)=[O:26])[CH:9]=2)[CH2:6][CH2:5][CH2:4][CH2:3][CH2:2]1. Reported procedure: Following a procedure similar to that described in Example 13, but using 4-(4-piperidinomethyl-2-pyridyloxy) -cis-2-butenylamine and 1,2,3-thiadiazole-4-carboxylic acid as starting materials, in relative proportions similar to those used in that Example, the title compound was obtained as colorless needles, melting at 70°-72° C., in a 52% yield. The yield is 52.0%. The reactants are N1(CCCCC1)CC1=CC(=NC=C1)OC\C=C/CN (4-(4-piperidinomethyl-2-pyridyloxy) -cis-2-butenylamine), S1N=NC(=C1)C(=O)O (1,2,3-thiadiazole-4-carboxylic acid). Product: N1(CCCCC1)CC1=CC(=NC=C1)OC\C=C/CNC(=O)C=1N=NSC1 (N-[4-(4-piperidinomethyl-2-pyridyloxy) -cis-2-butenyl]-1,2,3-thiadiazole-4-carboxamide). Reactants: N12CCC(CC1)(C2)C(O)(C2=CC=CC=C2)C2=CC=CC=C2 (1-azabicyclo[2.2.1]hept-4-yl(diphenyl)methanol), BrCCCCCCCCC (1-bromononane). Solvent: CC#N (CH3CN). The product is [Br-].OC(C12CC[N+](CC1)(C2)CCCCCCCCC)(C2=CC=CC=C2)C2=CC=CC=C2 (4-[hydroxy(diphenyl)methyl]-1-nonyl-1-azoniabicyclo[2.2.1]heptane bromide). Isolated yield 61.7%. Reaction SMILES: [N:1]12[CH2:7][C:4]([C:8]([C:16]3[CH:21]=[CH:20][CH:19]=[CH:18][CH:17]=3)([C:10]3[CH:15]=[CH:14][CH:13]=[CH:12][CH:11]=3)[OH:9])([CH2:5][CH2:6]1)[CH2:3][CH2:2]2.[Br:22][CH2:23][CH2:24][CH2:25][CH2:26][CH2:27][CH2:28][CH2:29][CH2:30][CH3:31]>CC#N>[Br-:22].[OH:9][C:8]([C:16]1[CH:21]=[CH:20][CH:19]=[CH:18][CH:17]=1)([C:10]1[CH:15]=[CH:14][CH:13]=[CH:12][CH:11]=1)[C:4]12[CH2:7][N+:1]([CH2:23][CH2:24][CH2:25][CH2:26][CH2:27][CH2:28][CH2:29][CH2:30][CH3:31])([CH2:6][CH2:5]1)[CH2:2][CH2:3]2 |f:3.4|. Reported procedure: Following the general procedure outlined in Example 2, 1-azabicyclo[2.2.1]hept-4-yl(diphenyl)methanol (29.3 mg, 0.105 mmol) and 1-bromononane (0.04 mL, 0.2 mmol) in 2 CH3CN/3 CHCl3 (2.5 mL) were reacted to give the desired product (31.5 mg, 62%). EI-MS m/z 407 (M+) Rt (2.23 min). Starting materials: CCOc1cc2nc[nH]c(=O)c2cc1OCC, Cc1ccccc1, O=P(Cl)(Cl)Cl. The product is CCOc1cc2ncnc(Cl)c2cc1OCC. RXN SMILES: [CH2:1]([CH3:2])[O:3][c:4]1[cH:5][c:6]2[c:7](=[O:17])[nH:8][cH:9][n:10][c:11]2[cH:12][c:13]1[O:14][CH2:15][CH3:16].[CH3:23][c:24]1[cH:25][cH:26][cH:27][cH:28][cH:29]1.[P:18]([Cl:19])([Cl:20])([Cl:21])=[O:22]>>[CH2:1]([CH3:2])[O:3][c:4]1[cH:5][c:6]2[c:7]([Cl:20])[n:8][cH:9][n:10][c:11]2[cH:12][c:13]1[O:14][CH2:15][CH3:16]. Reactants: C(C)OC(=O)C1(CCN(CC1)S(=O)(=O)C1=C(C=CC=C1)Cl)CCN (4-(2-Amino-ethyl)-1-(2-chloro-benzenesulfonyl)-piperidine-4-carboxylic acid ethyl ester), [Cl-].C[Al+]C (dimethylaluminium chloride), CO (MeOH). The solvent is CCCCCCC (heptane), C1(=CC=CC=C1)C (toluene). Conditions: time 5 minute. Product: ClC1=C(C=CC=C1)S(=O)(=O)N1CCC2(CCNC2=O)CC1 (8-(2-Chloro-benzenesulfonyl)-2,8-diaza-spiro[4.5]decan-1-one). Yield: 72.4%. As a reaction SMILES: C([O:3][C:4]([C:6]1([CH2:22][CH2:23][NH2:24])[CH2:11][CH2:10][N:9]([S:12]([C:15]2[CH:20]=[CH:19][CH:18]=[CH:17][C:16]=2[Cl:21])(=[O:14])=[O:13])[CH2:8][CH2:7]1)=O)C.[Cl-].C[Al+]C.CO>C1(C)C=CC=CC=1.CCCCCCC>[Cl:21][C:16]1[CH:17]=[CH:18][CH:19]=[CH:20][C:15]=1[S:12]([N:9]1[CH2:10][CH2:11][C:6]2([C:4](=[O:3])[NH:24][CH2:23][CH2:22]2)[CH2:7][CH2:8]1)(=[O:13])=[O:14] |f:1.2|. Procedure: 4-(2-Amino-ethyl)-1-(2-chloro-benzenesulfonyl)-piperidine-4-carboxylic acid ethyl ester (7.09 g) was suspended in toluene under an argon atmosphere, dimethylaluminium chloride in heptane (1 molar, 28.39 ml) was added and the mixture was stirred 5 minutes at RT then refluxed for 3 hours. It was then was cooled to RT, MeOH (40 ml) was added and the mixture was stirred for 30 minutes. The solvent was removed, the residue was adsorbed on silica gel and purified by flash chromatography over silica ge... The reactants are N1=CC=CC=C1 (Pyridine), CN(C)CCO (N,N-dimethylaminoethanol), C(C=CCCCCCCC)(=O)Cl (2-decenoic acid chloride). The solvent is O1CCCC1 (tetrahydrofuran), O1CCCC1 (tetrahydrofuran). The product is C(\C=C\CCCCCCC)(=O)OCCN(C)C ((E)-2-(dimethylamino)ethyl dec-2-enoate). Reaction SMILES: N1C=CC=CC=1.[CH3:7][N:8]([CH2:10][CH2:11][OH:12])[CH3:9].[C:13](Cl)(=[O:23])[CH:14]=[CH:15][CH2:16][CH2:17][CH2:18][CH2:19][CH2:20][CH2:21][CH3:22]>O1CCCC1>[C:13]([O:12][CH2:11][CH2:10][N:8]([CH3:9])[CH3:7])(=[O:23])/[CH:14]=[CH:15]/[CH2:16][CH2:17][CH2:18][CH2:19][CH2:20][CH2:21][CH3:22]. Procedure: Thionyl chloride (8 ml) was added to trans-2-decenoic acid (3.4 g, 0.02 mol) followed by refluxing on a hot water bath for 2 hours. An excessive thionyl chloride was evaporated in vacuo to give 2-decenoic acid chloride. Pyridine (1 ml) was added to a solution of N,N-dimethylaminoethanol (2.0 g, 0.022 mol) in tetrahydrofuran (30 ml) followed by dropping into a solution of 2-decenoic acid chloride in tetrahydrofuran (20 ml). The reaction solution was heated to reflux on a hot water bath for 3 hour... Starting materials: CC(=O)O, O=N[O-], CCCCCn1c(N)cc(=O)[nH]c1=S, [Na+], O. Yields the product CCCCCn1c(N)c(N=O)c(=O)[nH]c1=S. Reaction SMILES: [CH3:20][C:21](=[O:22])[OH:23].[N:15](=[O:16])[O-:17].[NH2:1][c:2]1[cH:3][c:4](=[O:14])[nH:5][c:6](=[S:13])[n:7]1[CH2:8][CH2:9][CH2:10][CH2:11][CH3:12].[Na+:18].[OH2:19]>>[NH2:1][c:2]1[c:3]([N:15]=[O:16])[c:4](=[O:14])[nH:5][c:6](=[S:13])[n:7]1[CH2:8][CH2:9][CH2:10][CH2:11][CH3:12]. Reactants: FC1=C(C=CC(=C1)Br)C1=CC=CC=C1 (2-fluoro-4-bromobiphenyl), Grignard reagent, C(CCCC)C1CCC(CC1)=O (4-pentylcyclohexanone), ( 1-b ), ( 1-c ). RXN SMILES: [F:1][C:2]1[CH:7]=[C:6](Br)[CH:5]=[CH:4][C:3]=1[C:9]1[CH:14]=[CH:13][CH:12]=[CH:11][CH:10]=1.[CH2:15]([CH:20]1[CH2:25][CH2:24][C:23](=O)[CH2:22][CH2:21]1)[CH2:16][CH2:17][CH2:18][CH3:19]>>[F:1][C:2]1[CH:7]=[C:6]([C@H:23]2[CH2:22][CH2:21][C@H:20]([CH2:15][CH2:16][CH2:17][CH2:18][CH3:19])[CH2:25][CH2:24]2)[CH:5]=[CH:4][C:3]=1[C:9]1[CH:14]=[CH:13][CH:12]=[CH:11][CH:10]=1. Procedure details: A Grignard reagent was prepared from commercially available 2-fluoro-4-bromobiphenyl, and the resulting Grignard reagent was reacted with 4-pentylcyclohexanone in the same manner as in (1-b) and (1-c) to obtain 2-fluoro-4-(trans-4-pentylcyclohexyl)biphenyl. The product was brominated in the same manner as in (29-a) to obtain 2-fluoro-4-(trans-4-pentylcyclohexyl)-4'-bromobiphenyl. A Grignard reagent was prepared therefrom and reacted with 4-pentylcyclohexanone-2,2,6,6-d4 in the same manner as in ... Product: Grignard reagent, FC1=C(C=CC(=C1)[C@@H]1CC[C@H](CC1)CCCCC)C1=CC=CC=C1 (2-fluoro-4-(trans-4-pentylcyclohexyl)biphenyl).